Dataset: the Open Reaction Database (ORD), a public repository of structured organic reaction records. Task: describe an organic reaction: reactants, conditions, products, and yield Starting materials: N#Cc1ccc(CCO)cc1, Cc1ccc(S(=O)(=O)Cl)cc1, c1ccncc1. Yields the product Cc1ccc(S(=O)(=O)OCCc2ccc(C#N)cc2)cc1. Reaction SMILES: [C:1](#[N:2])[c:3]1[cH:4][cH:5][c:6]([CH2:9][CH2:10][OH:11])[cH:7][cH:8]1.[c:12]1([CH3:22])[cH:13][cH:14][c:15]([S:18](=[O:19])(=[O:20])[Cl:21])[cH:16][cH:17]1.[cH:23]1[cH:24][cH:25][n:26][cH:27][cH:28]1>>[C:1](#[N:2])[c:3]1[cH:4][cH:5][c:6]([CH2:9][CH2:10][O:11][S:18]([c:15]2[cH:14][cH:13][c:12]([CH3:22])[cH:17][cH:16]2)(=[O:19])=[O:20])[cH:7][cH:8]1.